describe an organic reaction: reactants, conditions, products, and yield From a dataset of the Open Reaction Database (ORD), a public repository of structured organic reaction records. Reactants: CC(C)([O-])C.[K+] (potassium tert-butoxide), FC1=C(C=C(C=C1)C=1N=C(N(C1)[C@H]1CN(CCC1)C)C1CCNCC1)C(F)(F)F ((R)-3-[4-(4-fluoro-3-trifluoromethyl-phenyl)-2-piperidin-4-yl-imidazol-1-yl]-1-methyl-piperidine), IPrPd(acac)Cl, ClC=1C2=C(N=CN1)NC(C2)=O (4-chloro-5,7-dihydro-pyrrolo[2,3-d]pyrimidin-6-one). Solvent: O (water). Yields the product Cl.FC1=C(C=C(C=C1)C=1N=C(N(C1)[C@H]1CN(CCC1)C)C1CCN(CC1)C=1C2=C(N=CN1)NC(C2)=O)C(F)(F)F (4-{4-[4-(4-Fluoro-3-trifluoromethyl-phenyl)-1-((R)-1-methyl-piperidin-3-yl)-1H-imidazol-2-yl]-piperidin-1-yl}-5,7-dihydro-pyrrolo[2,3-d]pyrimidin-6-one hydrochloride). RXN SMILES: CC(C)([O-])C.[K+].[Cl:7][C:8]1[C:9]2[CH2:16][C:15](=[O:17])[NH:14][C:10]=2[N:11]=[CH:12][N:13]=1.[F:18][C:19]1[CH:24]=[CH:23][C:22]([C:25]2[N:26]=[C:27]([CH:37]3[CH2:42][CH2:41][NH:40][CH2:39][CH2:38]3)[N:28]([C@@H:30]3[CH2:35][CH2:34][CH2:33][N:32]([CH3:36])[CH2:31]3)[CH:29]=2)=[CH:21][C:20]=1[C:43]([F:46])([F:45])[F:44]>O>[ClH:7].[F:18][C:19]1[CH:24]=[CH:23][C:22]([C:25]2[N:26]=[C:27]([CH:37]3[CH2:38][CH2:39][N:40]([C:8]4[C:9]5[CH2:16][C:15](=[O:17])[NH:14][C:10]=5[N:11]=[CH:12][N:13]=4)[CH2:41][CH2:42]3)[N:28]([C@@H:30]3[CH2:35][CH2:34][CH2:33][N:32]([CH3:36])[CH2:31]3)[CH:29]=2)=[CH:21][C:20]=1[C:43]([F:46])([F:44])[F:45] |f:0.1,5.6|. Reported procedure: Combine potassium tert-butoxide (1.1 equiv; 321 μmol; 36.8 mg); IPrPd(acac)Cl (0.1 equiv; 29.2 μmol; 18.4 mg) and stir bar in 4 mL vial and purge with nitrogen for 10 min. Add anhydrous DME (2.5 mL) followed by 4-chloro-5,7-dihydro-pyrrolo[2,3-d]pyrimidin-6-one (1 equiv; 292 μmol; 50 mg); (R)-3-[4-(4-fluoro-3-trifluoromethyl-phenyl)-2-piperidin-4-yl-imidazol-1-yl]-1-methyl-piperidine (1.1 equiv; 321 μmol; 131.8 mg) and heat to 80° C. for 18 h. Dilute with 15 mL water, filter, and rinse with wate... The reactants are COC1=CC=2C(N3C(NC2C=C1)=CC(=N3)C(=O)O)=O (4,9-dihydro-7-methoxy-9-oxo-pyrazolo[5,1-b]quinazoline-2-carboxylic acid). Run in Br (hydrobromic acid), C(C)(=O)O (acetic acid), O (water). Product: OC1=CC=2C(N3C(NC2C=C1)=CC(=N3)C(=O)O)=O (4,9-Dihydro-7-hydroxy-9-oxo-pyrazolo[5,1-b]quinazoline-2-carboxylic acid). As a reaction SMILES: C[O:2][C:3]1[CH:12]=[CH:11][C:10]2[NH:9][C:8]3=[CH:13][C:14]([C:16]([OH:18])=[O:17])=[N:15][N:7]3[C:6](=[O:19])[C:5]=2[CH:4]=1>Br.C(O)(=O)C.O>[OH:2][C:3]1[CH:12]=[CH:11][C:10]2[NH:9][C:8]3=[CH:13][C:14]([C:16]([OH:18])=[O:17])=[N:15][N:7]3[C:6](=[O:19])[C:5]=2[CH:4]=1. Reported procedure: A suspension of 4,9-dihydro-7-methoxy-9-oxo-pyrazolo[5,1-b]quinazoline-2-carboxylic acid (2.0 g; 0.0077 mole) in 48% hydrobromic acid (30 ml) and glacial acetic acid (50 ml) is refluxed for 23 hrs. The mixture is cooled and then diluted with water (25 ml). The product, which precipitates out, is collected by filtration and recrystallized from DMF-Ether (1:1, 90 ml). Yield 1.1 g; mp 285°-286° C. (d).